describe an organic reaction: reactants, conditions, products, and yield From a dataset of the Open Reaction Database (ORD), a public repository of structured organic reaction records. The reactants are N(=O)OC(C)(C)C (Tert-butyl nitrite), ClC=1C=CC(=C(N)C1)C (5-chloro-2-methylaniline), C(C)(=O)[O-].[K+] (potassium acetate), C(C)(=O)OC(C)=O (Acetic anhydride), O.[OH-].[Li+] (lithium hydroxide monohydrate). The solvent is C1=CC=CC=C1 (benzene), O (water), C1CCOC1 (THF), CO (MeOH). Reaction conditions: temperature 80 celsius, time 10 minute. Product: ClC1=CC=C2C=NNC2=C1 (6-chloro-1H-indazole). Reaction SMILES: C(OC(=O)C)(=O)C.[Cl:8][C:9]1[CH:10]=[CH:11][C:12]([CH3:16])=[C:13]([CH:15]=1)[NH2:14].C([O-])(=O)C.[K+].[N:22](OC(C)(C)C)=O.O.[OH-].[Li+]>O.C1COCC1.CO.C1C=CC=CC=1>[Cl:8][C:9]1[CH:15]=[C:13]2[C:12]([CH:16]=[N:22][NH:14]2)=[CH:11][CH:10]=1 |f:2.3,5.6.7|. Reported procedure: Acetic anhydride (10.0 mL, 106 mmol) was added dropwise to a benzene solution (110 mL) containing 5-chloro-2-methylaniline (5.0 g, 35.3 mmol) and potassium acetate (3.8 g, 38.7 mmol) at room temperature. After 10 minutes the reaction mixture, which had formed a thick white suspension, was heated to 80° C. Tert-butyl nitrite (6.99 mL, 90%, 53.0 mmol) was added over 20 minutes. The reaction mixture was kept at 80° C. overnight. The reaction was then cooled to room temperature and concentrated. The...